From a dataset of the Open Reaction Database (ORD), a public repository of structured organic reaction records. describe an organic reaction: reactants, conditions, products, and yield RXN SMILES: [OH:1][C:2]1[CH:3]=[C:4]([CH:7]=[CH:8][CH:9]=1)[CH:5]=[O:6].[N:10]1[C:19]2[C:14](=[CH:15][CH:16]=[CH:17][CH:18]=2)[CH:13]=[CH:12][C:11]=1[CH2:20]Cl.C(=O)([O-])[O-].[K+].[K+].O>CN(C=O)C>[N:10]1[C:19]2[C:14](=[CH:15][CH:16]=[CH:17][CH:18]=2)[CH:13]=[CH:12][C:11]=1[CH2:20][O:1][C:2]1[CH:3]=[C:4]([CH:7]=[CH:8][CH:9]=1)[CH:5]=[O:6] |f:2.3.4|. Procedure: A solution of 0.65 g (5.4 mmol) 3-hydroxybenzaldehyde, 0.94 g (5.3 mmol) of 2quinolinylmethylchloride, and 0.75 g (5.4 mmol) of potassium carbonate in 15 ml of DMF is heated at 60° C. overnight. The reaction mixture is poured into water. The precipitated product is collected on a filter and purified by dry column chromatography to give 3-(2-quinolinylmethyloxy)benzaldehyde. The product is N1=C(C=CC2=CC=CC=C12)COC=1C=C(C=O)C=CC1 (3-(2-quinolinylmethyloxy)benzaldehyde). Reactants: O (water), OC=1C=C(C=O)C=CC1 (3-hydroxybenzaldehyde), N1=C(C=CC2=CC=CC=C12)CCl (2quinolinylmethylchloride), C([O-])([O-])=O.[K+].[K+] (potassium carbonate). Solvent: CN(C)C=O (DMF). Starting materials: CC1(C)Oc2ccc(C(=O)O)cc2S1, O=C(Cl)C(=O)Cl. The product is CC1(C)Oc2ccc(C(=O)CCl)cc2S1. RXN SMILES: [C:1](=[O:2])([OH:3])[c:4]1[cH:5][cH:6][c:7]2[c:8]([cH:14]1)[S:9][C:10]([CH3:12])([CH3:13])[O:11]2.[Cl:15][C:16]([C:17]([Cl:18])=[O:19])=[O:20]>>[C:1](=[O:3])([c:4]1[cH:5][cH:6][c:7]2[c:8]([cH:14]1)[S:9][C:10]([CH3:12])([CH3:13])[O:11]2)[CH2:16][Cl:15]. The reactants are O1CCCC1 (tetrahydrofuran), COC1=NC(=NC(=C1)OC)C(=O)C1=C(N)C(=CC=C1)COC (2-(4,6-dimethoxypyrimidine-2-ylcarbonyl)-6-methoxymethylaniline), ( 4 ), B.[Na] (sodium boron hydride), ice water. Run in O (water). The product is COC1=NC(=NC(=C1)OC)C(C1=C(N)C(=CC=C1)COC)O (2-[(4,6-dimethoxypyrimidine-2-yl)hydroxymethyl]-6-methoxymethylaniline). Isolated yield 89.7%. RXN SMILES: [CH3:1][O:2][C:3]1[CH:8]=[C:7]([O:9][CH3:10])[N:6]=[C:5]([C:11]([C:13]2[CH:19]=[CH:18][CH:17]=[C:16]([CH2:20][O:21][CH3:22])[C:14]=2[NH2:15])=[O:12])[N:4]=1.O1CCCC1.B.[Na]>O>[CH3:10][O:9][C:7]1[CH:8]=[C:3]([O:2][CH3:1])[N:4]=[C:5]([CH:11]([OH:12])[C:13]2[CH:19]=[CH:18][CH:17]=[C:16]([CH2:20][O:21][CH3:22])[C:14]=2[NH2:15])[N:6]=1 |f:2.3,^1:28|. Procedure details: 3.1 g (10 mM) of the 2-(4,6-dimethoxypyrimidine-2-ylcarbonyl)-6-methoxymethylaniline obtained in the above (4) was dissolved in 50 ml of a 1:1 (by volume ratio) mixed solvent of tetrahydrofuran and water. While the solution was stirred at room temperature, thereto was added 0.6 g (16 mM) of sodium boron hydride. The mixture was stirred at room temperature for 2 hours. 50 ml of ice water was added, followed by extraction with ethyl acetate. The organic layer was washed with a saturated aqueous so... Starting materials: C1(CC1)CC#N (cyclopropylacetonitrile), CC(C)C[AlH]CC(C)C (DIBAL), hexanes, [NH4+].[Cl-] (NH4Cl), OS(=O)(=O)O (H2SO4), aldehyde, C(=O)([O-])[O-].[K+].[K+] (K2CO3), C1(CCCCC1)N (cyclohexylamine). The solvent is C(C)(=O)OCC (ethyl acetate), CCOCC (ether), methylene chloride hexanes. Run at temperature 0 celsius, time 2 hour. Product: C1(CC1)CC=NC1CCCCC1 (N-(2-cyclopropylethylidene)cyclohexylamine). RXN SMILES: [CH:1]1([CH2:4][C:5]#[N:6])[CH2:3][CH2:2]1.CC(C[AlH]CC(C)C)C.[NH4+].[Cl-].OS(O)(=O)=O.C([O-])([O-])=O.[K+].[K+].[CH:29]1(N)[CH2:34][CH2:33][CH2:32][CH2:31][CH2:30]1>CCOCC.C(OCC)(=O)C>[CH:1]1([CH2:4][CH:5]=[N:6][CH:29]2[CH2:34][CH2:33][CH2:32][CH2:31][CH2:30]2)[CH2:3][CH2:2]1 |f:2.3,5.6.7|. Reported procedure: To a solution of cyclopropylacetonitrile (7.0 ml, 82 mmol) in 200 ml of methylene chloride/hexanes (1:1) at -78° C. was added 90.0 ml of 1M DIBAL in hexanes (90 mmol) dropwise over 20 minutes. After complete addition, the solution was warmed to 0° C. and stirred for 2 hours. At this time, 140 ml of ethyl acetate was added at 0° C. and the solution warmed to room temperature. To the solution was added 140 ml of saturated NH4Cl and 250 ml of 1N H2SO4. The mixture was diluted with ether and shaken ... Reactants: C(C)(C)(C)OC(NCC#C)=O (Prop-2-ynyl-carbamic acid tert-butyl ester), C(C)(C)(C)OC(N(C)CC1=NC(=NC(=C1)C1=CC=C(C=C1)F)C(C)C)=O ([6-(4-fluoro-phenyl)-2-isopropyl-pyrimidin-4-ylmethyl]-methyl-carbamic acid tert-butyl ester), ester. Yields the product FC1=CC=C(C=C1)C1=CC(=NC(=N1)C(C)C)CNC ([6-(4-Fluoro-phenyl)-2-isopropyl-pyrimidin-4-ylmethyl]-methyl-amine). Reaction SMILES: C(OC(=O)NCC#C)(C)(C)C.C(O[C:17](=O)[N:18]([CH2:20][C:21]1[CH:26]=[C:25]([C:27]2[CH:32]=[CH:31][C:30]([F:33])=[CH:29][CH:28]=2)[N:24]=[C:23]([CH:34]([CH3:36])[CH3:35])[N:22]=1)C)(C)(C)C>>[F:33][C:30]1[CH:29]=[CH:28][C:27]([C:25]2[N:24]=[C:23]([CH:34]([CH3:36])[CH3:35])[N:22]=[C:21]([CH2:20][NH:18][CH3:17])[CH:26]=2)=[CH:32][CH:31]=1. Reported procedure: Prop-2-ynyl-carbamic acid tert-butyl ester was converted to [6-(4-fluoro-phenyl)-2-isopropyl-pyrimidin-4-ylmethyl]-methyl-carbamic acid tert-butyl ester using methods described in Example 112, Step A. This ester was deprotected according to the methods described in Example 1, Step D, to provide the title compound. MS (ESI): exact mass calcd. for C15H18FN3, 259.15; m/z found, 260.3 [M+H]+. 1H NMR (DMSO-d6): 9.45 (s, 2H); 8.31-8.28 (m, 2H), 8.10 (s, 1H), 7.45-7.41 (m, 2H), 4.35 (t, J=6.0, 2H), 3.2... Reactants: Cc1cccnc1Br, Cl, [K+], O=[Mn](=O)(=O)[O-], [Na+], [OH-], O. The product is O=C(O)c1cccnc1Br. As a reaction SMILES: [Br:7][c:8]1[n:9][cH:10][cH:11][cH:12][c:13]1[CH3:14].[ClH:17].[K+:6].[Mn:1](=[O:2])([O-:3])(=[O:4])=[O:5].[Na+:16].[OH-:15].[OH2:18]>>[OH:2][C:14]([c:13]1[c:8]([Br:7])[n:9][cH:10][cH:11][cH:12]1)=[O:15].